Dataset: the Open Reaction Database (ORD), a public repository of structured organic reaction records. Task: describe an organic reaction: reactants, conditions, products, and yield The reactants are C12N(CC(NC1)C2)C2=NC(=CC=1N2C=CN1)C1=CC(=NC=C1)NC(C)C1=CC=CC=C1 ({4-[5-(2,5-diaza-bicyclo[2.2.1]hept-2-yl)-imidazo[1,2-c]pyrimidin-7-yl]-pyridin-2-yl}-(1-phenyl-ethyl)-amine), C1(CCCC1)=O (cyclopentanone), NaBH3(CN), CO (methanol). Solvent: C(Cl)(Cl)Cl (chloroform), C(Cl)Cl (DCM). Run at time 3 hour. Yields the product C1(CCCC1)N1[C@@H]2CN([C@H](C1)C2)C2=NC(=CC=1N2C=CN1)C1=CC(=NC=C1)N[C@@H](C)C1=CC=CC=C1 ((S)-{4-[5-(5-Cyclopentyl-(1S,4S)-2,5-diaza-bicyclo[2.2.1]hept-2-yl)-imidazo[1,2-c]pyrimidin-7-yl]-pyridin-2-yl}-(1-phenyl-ethyl)-amine). RXN SMILES: [CH:1]12[CH2:7][CH:4]([NH:5][CH2:6]1)[CH2:3][N:2]2[C:8]1[N:13]2[CH:14]=[CH:15][N:16]=[C:12]2[CH:11]=[C:10]([C:17]2[CH:22]=[CH:21][N:20]=[C:19]([NH:23][CH:24]([C:26]3[CH:31]=[CH:30][CH:29]=[CH:28][CH:27]=3)[CH3:25])[CH:18]=2)[N:9]=1.[C:32]1(=O)[CH2:36][CH2:35][CH2:34][CH2:33]1.CO>C(Cl)(Cl)Cl.C(Cl)Cl>[CH:32]1([N:5]2[CH2:6][C@@H:1]3[CH2:7][C@H:4]2[CH2:3][N:2]3[C:8]2[N:13]3[CH:14]=[CH:15][N:16]=[C:12]3[CH:11]=[C:10]([C:17]3[CH:22]=[CH:21][N:20]=[C:19]([NH:23][C@H:24]([C:26]4[CH:27]=[CH:28][CH:29]=[CH:30][CH:31]=4)[CH3:25])[CH:18]=3)[N:9]=2)[CH2:36][CH2:35][CH2:34][CH2:33]1. Procedure: A solution of 120 mg (0.28 mmol) {4-[5-(2,5-diaza-bicyclo[2.2.1]hept-2-yl)-imidazo[1,2-c]pyrimidin-7-yl]-pyridin-2-yl}-(1-phenyl-ethyl)-amine in 3 mL chloroform was treated with 0.25 mL (2.8 mmol) cyclopentanone and 180 mg (0.84 mmol) NaBH3(CN), followed by addition of 5 mL methanol. The mixture was stirred at ambient temperature for 3 h when MS showed that all starting materials had converted to product. The reaction mixture was diluted with 50 mL DCM, washed with 50 mL satd. NaHCO3, and dried ... Reactants: ClC1=CC=C(CN)C=C1 (4-chlorobenzylamine), C(C)(C)C1=CC=C(C=O)C=C1 (4-isopropylbenzaldehyde), C(C)(=O)O (acetic acid), C(#N)[BH3-].[Na+] (sodium cyanoborohydride). Solvent: CO (methanol), O (Water). Conditions: time 3 day. Yields the product ClC1=CC=C(CNCC2=CC=C(C=C2)C(C)C)C=C1 (N-(4-Chlorobenzyl)-N-(4-isopropylbenzyl)amine). Yield: 105.9%. Reaction SMILES: [Cl:1][C:2]1[CH:9]=[CH:8][C:5]([CH2:6][NH2:7])=[CH:4][CH:3]=1.[CH:10]([C:13]1[CH:20]=[CH:19][C:16]([CH:17]=O)=[CH:15][CH:14]=1)([CH3:12])[CH3:11].C(O)(=O)C.C([BH3-])#N.[Na+]>CO.O>[Cl:1][C:2]1[CH:9]=[CH:8][C:5]([CH2:6][NH:7][CH2:17][C:16]2[CH:19]=[CH:20][C:13]([CH:10]([CH3:12])[CH3:11])=[CH:14][CH:15]=2)=[CH:4][CH:3]=1 |f:3.4|. Procedure: To a solution of 4-chlorobenzylamine (2.83 g, 20.0 mmol) and 4-isopropylbenzaldehyde (2.96 g, 20.0 mmol) in methanol (100 mL) were added acetic acid (4.6 mL, 80 mmol) and sodium cyanoborohydride (1.51 g, 24.0 mmol) and the solution was stirred at room temperature for three days. Water (5 mL) was added and the mixture was concentrated in vacuo. The residue was taken up in ethyl acetate (100 mL) and aqueous 1 M KOH (100 mL) and the phases were separated. The aqueous phase was extracted with ethyl ... Starting materials: Cn1ccnc1N, Cc1c(C)c(N(CCCl)CCCl)c(C)c2c1OC(C)(C)C2. The product is Cc1c(C)c(N2CCN(c3nccn3C)CC2)c(C)c2c1OC(C)(C)C2. As a reaction SMILES: [CH3:22][n:23]1[c:24]([NH2:28])[n:25][cH:26][cH:27]1.[Cl:1][CH2:2][CH2:3][N:4]([c:5]1[c:6]([CH3:18])[c:7]([CH3:17])[c:8]2[c:9]([c:15]1[CH3:16])[CH2:10][C:11]([CH3:13])([CH3:14])[O:12]2)[CH2:19][CH2:20][Cl:21]>>[CH2:2]1[CH2:3][N:4]([c:5]2[c:6]([CH3:18])[c:7]([CH3:17])[c:8]3[c:9]([c:15]2[CH3:16])[CH2:10][C:11]([CH3:13])([CH3:14])[O:12]3)[CH2:19][CH2:20][N:28]1[c:24]1[n:23]([CH3:22])[cH:27][cH:26][n:25]1. Starting materials: [Al+3], C1CCOC1, Cc1[nH]c2ccc(S(=O)(=O)c3ccccc3)cc2c1CCNC(=O)OC(C)(C)C, [H-], [H-], [H-], [H-], [Li+]. The product is CNCCc1c(C)[nH]c2ccc(S(=O)(=O)c3ccccc3)cc12. Reaction SMILES: [Al+3:31].[CH2:36]1[O:37][CH2:38][CH2:39][CH2:40]1.[CH3:1][c:2]1[nH:3][c:4]2[cH:5][cH:6][c:7]([S:21](=[O:22])(=[O:23])[c:24]3[cH:25][cH:26][cH:27][cH:28][cH:29]3)[cH:8][c:9]2[c:10]1[CH2:11][CH2:12][NH:13][C:14](=[O:15])[O:16][C:17]([CH3:18])([CH3:19])[CH3:20].[H-:30].[H-:33].[H-:34].[H-:35].[Li+:32]>>[CH3:1][c:2]1[nH:3][c:4]2[cH:5][cH:6][c:7]([S:21](=[O:22])(=[O:23])[c:24]3[cH:25][cH:26][cH:27][cH:28][cH:29]3)[cH:8][c:9]2[c:10]1[CH2:11][CH2:12][NH:13][CH3:14]. Reactants: O(C1=CC=CC=C1)CC(=O)NC1[C@@H]2N(C(C(S2)(CBr)C)C(=O)OC)C1=O (Methyl 6-(2-phenoxyacetamido)-2-methyl-2-bromomethylpenam-3-carboxylate), C(Cl)(Cl)Cl (chloroform). Run at time 4 day. Yields the product O(C1=CC=CC=C1)CC(=O)NC1[C@@H]2N(C(C(CS2)(C)Br)C(=O)OC)C1=O (methyl 7-(2-phenoxyacetamido)-3-bromo-3-methylcepham-4-carboxylate). Reaction SMILES: [O:1]([CH2:8][C:9]([NH:11][CH:12]1[C:25](=[O:26])[N:14]2[CH:15]([C:21]([O:23][CH3:24])=[O:22])[C:16](C)([CH2:18][Br:19])[S:17][C@H:13]12)=[O:10])[C:2]1[CH:7]=[CH:6][CH:5]=[CH:4][CH:3]=1.[CH:27](Cl)(Cl)Cl>>[O:1]([CH2:8][C:9]([NH:11][CH:12]1[C:25](=[O:26])[N:14]2[CH:15]([C:21]([O:23][CH3:24])=[O:22])[C:18]([Br:19])([CH3:27])[CH2:16][S:17][C@H:13]12)=[O:10])[C:2]1[CH:7]=[CH:6][CH:5]=[CH:4][CH:3]=1. Procedure details: Methyl 6-(2-phenoxyacetamido)-2-methyl-2-bromomethylpenam-3-carboxylate (350 mg.) was dissolved in chloroform (10 cc), and then the mixture was allowed to stand for 4 days and purified by chromatography of silica gel to give an amorphous material (200 mg.) of methyl 7-(2-phenoxyacetamido)-3-bromo-3-methylcepham-4-carboxylate. Starting materials: C(C)OC(C1=CC=C(C=C1)OCCN1CCCCC1)=O (4-(2-piperidin-1-ylethoxy)benzoic acid ethyl ester), [H-].[Al+3].[Li+].[H-].[H-].[H-] (lithium aluminum hydride), N (Ammonia). The solvent is O1CCCC1 (tetrahydrofuran). The product is N1(CCCCC1)CCOC1=CC=C(C=C1)CO ([4-(2-piperidin-1-ylethoxy)phenyl]methanol). The yield is 82.5%. Reaction SMILES: [H-].[Al+3].[Li+].[H-].[H-].[H-].C([O:9][C:10](=O)[C:11]1[CH:16]=[CH:15][C:14]([O:17][CH2:18][CH2:19][N:20]2[CH2:25][CH2:24][CH2:23][CH2:22][CH2:21]2)=[CH:13][CH:12]=1)C.N>O1CCCC1>[N:20]1([CH2:19][CH2:18][O:17][C:14]2[CH:13]=[CH:12][C:11]([CH2:10][OH:9])=[CH:16][CH:15]=2)[CH2:25][CH2:24][CH2:23][CH2:22][CH2:21]1 |f:0.1.2.3.4.5|. Reported procedure: To a suspension of lithium aluminum hydride (1.5 g) in tetrahydrofuran (50 ml) under a nitrogen atmosphere was added 4-(2-piperidin-1-ylethoxy)benzoic acid ethyl ester (5.0 g) on an ice bath, and the solution was refluxed for 1 hour. Ammonia solution was added thereto on an ice bath, the solution was filtered through celite pad, then the solvent was evaporated in vacuo, and [4-(2-piperidin-1-ylethoxy)phenyl]methanol (3.5 g) was obtained. To a solution of this compound (1.7 g) in chloroform (30 m... The reactants are C(C)(=O)NC1=CC(=NN1C(CCN1C(C=2C(C1=O)=CC=CC2)=O)=NOS(=O)(=O)C2=CC=C(C)C=C2)C(C)(C)C (5-acetamido-3-tert.butyl-1-(3-phthalimido-O-tosyl-propanehydroximoyl)-pyrazole), O.NN (hydrazine hydrate), hydrate. The reagents and catalysts are [Ni] (Raney nickel). The product is S(=O)(=O)([O-])C1=CC=C(C)C=C1.[NH3+]CCC1N2C(N=N1)=CC(=N2)C(C)(C)C (3-(2-ammonio-ethyl)-6-tert.butyl-pyrazolo[5,1-c]-[1,2,4]triazole tosylate). Yield: 58.6%. RXN SMILES: C([NH:4][C:5]1[N:9]([C:10](=[N:24][O:25][S:26]([C:29]2[CH:35]=[CH:34][C:32]([CH3:33])=[CH:31][CH:30]=2)(=[O:28])=[O:27])[CH2:11][CH2:12][N:13]2C(=O)C3=CC=CC=C3C2=O)[N:8]=[C:7]([C:36]([CH3:39])([CH3:38])[CH3:37])[CH:6]=1)(=O)C.O.NN>[Ni]>[S:26]([C:29]1[CH:35]=[CH:34][C:32]([CH3:33])=[CH:31][CH:30]=1)([O-:28])(=[O:27])=[O:25].[NH3+:13][CH2:12][CH2:11][CH:10]1[N:24]=[N:4][C:5]2=[CH:6][C:7]([C:36]([CH3:39])([CH3:38])[CH3:37])=[N:8][N:9]12 |f:1.2,4.5|. Reported procedure: Analogous to example 3, synthesis step 3, using 2.49 g (4.5 mmol) of 5-acetamido-3-tert.butyl-1-(3-phthalimido-O-tosyl-propanehydroximoyl)-pyrazole and 2.5 ml 80% strength hydrazine hydrate. Decomposition of excess hydrazinc hydrate was performed using Raney nickel. 1.0 g (63%) of 3-(2-ammonio-ethyl)-6-tert.butyl-pyrazolo[5,1-c]-[1,2,4]triazole tosylate with a m. pt. of 231°-240° C. were obtained.